From a dataset of the Open Reaction Database (ORD), a public repository of structured organic reaction records. describe an organic reaction: reactants, conditions, products, and yield Reactants: FC1=CC=C(C=C1)C1C(N(CC1)CC(=O)O)=O (2-(3-(4-fluorophenyl)-2-oxopyrrolidin-1-yl)acetic acid), C1(=CC=CC=C1)C1(CNCC1)C1=CC=CC=C1 (3,3-diphenylpyrrolidine), FC1=CC=C(C=C1)C1(C(N(CCC1)CC(=O)O)=O)C1=CC=C(C=C1)F (2-(3,3-bis(4-fluorophenyl)-2-oxopiperidin-1-yl)acetic acid), FC(C1=CC=C2CCNCC2=C1)(F)F (7-(trifluoromethyl)-1,2,3,4-tetrahydroisoquinoline). Yields the product FC1=CC=C(C=C1)C1C(N(CC1)CC(N1CC2=CC(=CC=C2CC1)C(F)(F)F)=O)=O (3-(4-fluorophenyl)-1-{2-oxo-2-[7-(trifluoromethyl)-3,4-dihydroisoquinolin-2(1H)-yl]ethyl}pyrrolidin-2-one). As a reaction SMILES: [F:1][C:2]1[CH:7]=[CH:6][C:5]([CH:8]2[CH2:12][CH2:11][N:10]([CH2:13][C:14]([OH:16])=O)[C:9]2=[O:17])=[CH:4][CH:3]=1.FC1C=CC(C2(C3C=CC(F)=CC=3)CCCN(CC(O)=O)C2=O)=CC=1.[F:43][C:44]([F:56])([F:55])[C:45]1[CH:54]=[C:53]2[C:48]([CH2:49][CH2:50][NH:51][CH2:52]2)=[CH:47][CH:46]=1.C1(C2(C3C=CC=CC=3)CCNC2)C=CC=CC=1>>[F:1][C:2]1[CH:3]=[CH:4][C:5]([CH:8]2[CH2:12][CH2:11][N:10]([CH2:13][C:14](=[O:16])[N:51]3[CH2:50][CH2:49][C:48]4[C:53](=[CH:54][C:45]([C:44]([F:43])([F:56])[F:55])=[CH:46][CH:47]=4)[CH2:52]3)[C:9]2=[O:17])=[CH:6][CH:7]=1. Procedure details: The title compound was prepared using the procedure described in Example 172 substituting 2-(3-(4-fluorophenyl)-2-oxopyrrolidin-1-yl)acetic acid from Example 216A for 2-(3,3-bis(4-fluorophenyl)-2-oxopiperidin-1-yl)acetic acid and 7-(trifluoromethyl)-1,2,3,4-tetrahydroisoquinoline for 3,3-diphenylpyrrolidine. 1H NMR (300 MHz, CDCl3) δ ppm 7.53-7.33 (m, 2H), 7.31-7.18 (m, 3H), 7.02 (td, J=3.4, 8.7, 2H), 4.74 (d, J=23.8, 2H), 4.31 (t, J=18.2, 1H), 4.20-4.02 (m, 1H), 3.86 (t, J=6.0, 1H), 3.78-3.69 (... Reactants: CCOC(=O)c1cn(Cc2ccccc2)nc1OCc1ccc(OCc2nc(-c3ccco3)oc2C)c(OC)c1, CCO, Cl, [Na+], C1CCOC1, [OH-], O. The product is COc1cc(COc2nn(Cc3ccccc3)cc2C(=O)O)ccc1OCc1nc(-c2ccco2)oc1C. As a reaction SMILES: [CH2:1]([c:2]1[cH:3][cH:4][cH:5][cH:6][cH:7]1)[n:8]1[n:9][c:10]([O:18][CH2:19][c:20]2[cH:21][c:22]([O:39][CH3:40])[c:23]([O:26][CH2:27][c:28]3[n:29][c:30](-[c:34]4[o:35][cH:36][cH:37][cH:38]4)[o:31][c:32]3[CH3:33])[cH:24][cH:25]2)[c:11]([C:13](=[O:14])[O:15][CH2:16][CH3:17])[cH:12]1.[CH3:50][CH2:51][OH:52].[ClH:48].[Na+:47].[O:41]1[CH2:42][CH2:43][CH2:44][CH2:45]1.[OH-:46].[OH2:49]>>[CH2:1]([c:2]1[cH:3][cH:4][cH:5][cH:6][cH:7]1)[n:8]1[n:9][c:10]([O:18][CH2:19][c:20]2[cH:21][c:22]([O:39][CH3:40])[c:23]([O:26][CH2:27][c:28]3[n:29][c:30](-[c:34]4[o:35][cH:36][cH:37][cH:38]4)[o:31][c:32]3[CH3:33])[cH:24][cH:25]2)[c:11]([C:13](=[O:14])[OH:15])[cH:12]1. Starting materials: CCCCC(=O)Cl, CC(C)C(NCc1ccc(-c2ccccc2C#N)cc1)C(=O)OCc1ccccc1, ClCCl, CCN(C(C)C)C(C)C. Yields the product CCCCC(=O)N(Cc1ccc(-c2ccccc2C#N)cc1)C(C(=O)OCc1ccccc1)C(C)C. Reaction SMILES: [C:40]([CH2:41][CH2:42][CH2:43][CH3:44])(=[O:45])[Cl:46].[CH2:1]([c:2]1[cH:3][cH:4][cH:5][cH:6][cH:7]1)[O:8][C:9]([CH:10]([NH:11][CH2:12][c:13]1[cH:14][cH:15][c:16](-[c:19]2[c:20]([C:25]#[N:26])[cH:21][cH:22][cH:23][cH:24]2)[cH:17][cH:18]1)[CH:27]([CH3:28])[CH3:29])=[O:30].[CH2:47]([Cl:48])[Cl:49].[CH:31]([N:32]([CH:33]([CH3:34])[CH3:35])[CH2:36][CH3:37])([CH3:38])[CH3:39]>>[CH2:1]([c:2]1[cH:3][cH:4][cH:5][cH:6][cH:7]1)[O:8][C:9]([CH:10]([N:11]([CH2:12][c:13]1[cH:14][cH:15][c:16](-[c:19]2[c:20]([C:25]#[N:26])[cH:21][cH:22][cH:23][cH:24]2)[cH:17][cH:18]1)[C:40]([CH2:41][CH2:42][CH2:43][CH3:44])=[O:45])[CH:27]([CH3:28])[CH3:29])=[O:30]. Reactants: B.C1CCOC1 (borane THF), Cl.C[C@@H]1CC2=C([C@@H](N1CCNC(C1=CC=C(C=C1)[N+](=O)[O-])=O)C)SC=C2 (cis-4,5,6,7-Tetrahydro-5,7-dimethyl-6-[2-(4-nitrobenzamido)ethyl]-thieno[2,3-c]pyridine Hydrochloride). Yields the product C[C@@H]1CC2=C([C@@H](N1CCNCC1=CC=C(C=C1)[N+](=O)[O-])C)SC=C2 (cis-4,5,6,7-Tetrahydro-5,7-dimethyl-6-[2-(4-nitrobenzylamino)ethyl]thieno[2,3-c]pyridine). Yield: 58.3%. Reaction SMILES: B.C1COCC1.Cl.[CH3:8][C@H:9]1[N:14]([CH2:15][CH2:16][NH:17][C:18](=O)[C:19]2[CH:24]=[CH:23][C:22]([N+:25]([O-:27])=[O:26])=[CH:21][CH:20]=2)[C@@H:13]([CH3:29])[C:12]2[S:30][CH:31]=[CH:32][C:11]=2[CH2:10]1>>[CH3:8][C@H:9]1[N:14]([CH2:15][CH2:16][NH:17][CH2:18][C:19]2[CH:24]=[CH:23][C:22]([N+:25]([O-:27])=[O:26])=[CH:21][CH:20]=2)[C@@H:13]([CH3:29])[C:12]2[S:30][CH:31]=[CH:32][C:11]=2[CH2:10]1 |f:0.1,2.3|. Reported procedure: A borane/THF (48 ml, 48 mmol) solution of the amide from Example 28 (3.50 g, 9.74 mmol) was stirred at reflux for 12 hours under nitrogen. After the solution was quenched with 6N HCl, the THF was removed in vacuo. The acidic residue was warmed on a steambath for 15-20 min and then it was treated with 50% NaOH to afford a pH of 10. The aqueous mixture was extracted with CH2Cl2 and the combined extract was washed with brine and dried (Na2SO4). Solvent removal produced the crude product that was pu... Starting materials: BrCC(=O)C1OC(C2C(C12)(C)C)=O (4-(bromoacetyl)-6,6-dimethyl-3-oxabicyclo [3.1.0] hexan-2-one), C(Cl)Cl (methylene chloride), C(Cl)(Cl)Cl (chloroform), BrBr (bromine). The solvent is O (Water). Run at time 48 hour. Yields the product BrC(C(=O)C1OC(C2C(C12)(C)C)=O)Br (4-(dibromoacetyl)-6,6-dimethyl-3-oxabicyclo (3.1.0) hexan-2-one). As a reaction SMILES: [Br:1][CH2:2][C:3]([CH:5]1[CH:10]2[CH:8]([C:9]2([CH3:12])[CH3:11])[C:7](=[O:13])[O:6]1)=[O:4].C(Cl)Cl.C(Cl)(Cl)Cl.[Br:21]Br>O>[Br:1][CH:2]([Br:21])[C:3]([CH:5]1[CH:10]2[CH:8]([C:9]2([CH3:11])[CH3:12])[C:7](=[O:13])[O:6]1)=[O:4]. Procedure: 0.125 g of (1R-(1 α, 4 β, 5α))-4-(bromoacetyl)-6,6-dimethyl-3-oxabicyclo [3.1.0] hexan-2-one of Example 3 were mixed under an inert ga atmosphere with 1 ml of methylene chloride and 1 ml of chloroform. 50 μl of bromine were added slowly at +25° to 30° C. and the mixture was stirred for 48 hours at ambient temperature. Water was added, followed by decanting and extracting with methylene chloride. The organic phase was dried and the solvent was evaporated under reduced pressure to obtain 0.199 g o... Starting materials: CC(C)=O, CCS(=O)(=O)c1cc(C#N)ccc1C1OCCCO1, O, O, Cc1ccc(S(=O)(=O)[O-])cc1, c1cc[nH+]cc1. Yields the product CCS(=O)(=O)c1cc(C#N)ccc1C=O. As a reaction SMILES: [CH3:39][C:40]([CH3:41])=[O:42].[O:1]1[CH:2]([c:7]2[c:8]([S:15](=[O:16])(=[O:17])[CH2:18][CH3:19])[cH:9][c:10]([C:11]#[N:12])[cH:13][cH:14]2)[O:6][CH2:5][CH2:4][CH2:3]1.[OH2:37].[OH2:38].[c:20]1([CH3:21])[cH:22][cH:23][c:24]([S:25]([O-:26])(=[O:27])=[O:28])[cH:29][cH:30]1.[nH+:31]1[cH:32][cH:33][cH:34][cH:35][cH:36]1>>[O:1]=[CH:2][c:7]1[c:8]([S:15](=[O:16])(=[O:17])[CH2:18][CH3:19])[cH:9][c:10]([C:11]#[N:12])[cH:13][cH:14]1. Reactants: CC(C)O, CCOC(=O)CCc1c[nH]c2c(-c3noc(-c4cnc(OC(C)C)c(Cl)c4)n3)cccc12, Cl, [Na+], [OH-], O. The product is CC(C)Oc1ncc(-c2nc(-c3cccc4c(CCC(=O)O)c[nH]c34)no2)cc1Cl. RXN SMILES: [CH:36]([OH:37])([CH3:38])[CH3:39].[Cl:3][c:4]1[cH:5][c:6](-[c:14]2[n:15][c:16](-[c:19]3[cH:20][cH:21][cH:22][c:23]4[c:24]([CH2:28][CH2:29][C:30](=[O:31])[O:32][CH2:33][CH3:34])[cH:25][nH:26][c:27]34)[n:17][o:18]2)[cH:7][n:8][c:9]1[O:10][CH:11]([CH3:12])[CH3:13].[ClH:35].[Na+:2].[OH-:1].[OH2:40]>>[Cl:3][c:4]1[cH:5][c:6](-[c:14]2[n:15][c:16](-[c:19]3[cH:20][cH:21][cH:22][c:23]4[c:24]([CH2:28][CH2:29][C:30](=[O:31])[OH:32])[cH:25][nH:26][c:27]34)[n:17][o:18]2)[cH:7][n:8][c:9]1[O:10][CH:11]([CH3:12])[CH3:13].